Dataset: the Open Reaction Database (ORD), a public repository of structured organic reaction records. Task: describe an organic reaction: reactants, conditions, products, and yield Product: CSC1=C(C=CC=C1)OC(F)(F)F (1-methylsulfanyl-2-trifluoromethoxybenzene). Reactants: CI (methyl iodide), C([O-])([O-])=O.[K+].[K+] (potassium carbonate), O (Water), FC(OC1=C(C=CC=C1)S)(F)F (2-(Trifluoromethoxy)thiophenol). The solvent is CN(C)C=O (DMF). As a reaction SMILES: CI.[C:3](=O)([O-])[O-].[K+].[K+].[F:9][C:10]([F:20])([F:19])[O:11][C:12]1[CH:17]=[CH:16][CH:15]=[CH:14][C:13]=1[SH:18].O>CN(C=O)C>[CH3:3][S:18][C:13]1[CH:14]=[CH:15][CH:16]=[CH:17][C:12]=1[O:11][C:10]([F:9])([F:19])[F:20] |f:1.2.3|. Reported procedure: To a solution of methyl iodide (59.0 g, 0.41 mol) in DMF (150 mL) was added potassium carbonate (23.0 g, 0.16 mol). 2-(Trifluoromethoxy)thiophenol (16.0 g, 0.08 mol) was added in portions during 30 min. The reaction mixture was then stirred vigorously overnight. Water (250 mL) was added. The reaction mixture was extracted with ethyl acetate (2×150 mL). The combined organic phases were washed with a 50% saturated aqueous solution of sodium chloride (4×100 mL), dried (magnesium sulphate), and conc... Isolated yield 90.1%. Conditions: time 8 hour. Starting materials: CN1C(C(=C(C1)C1=CC=NC=C1)C1=CC=C(C=C1)OCC1=NC2=CC=CC=C2C=C1)=O (1-methyl-4-(pyridin-4-yl)-3-(4-(quinolin-2-ylmethoxy)phenyl)-1H-pyrrol-2(5H)-one), C1CCC2=NCCCN2CC1 (DBU), O=O (oxygen). Run in AcN. Yields the product CN1C(C(=C(C1=O)C1=CC=C(C=C1)OCC1=NC2=CC=CC=C2C=C1)C1=CC=NC=C1)=O (1-methyl-3-(pyridin-4-yl)-4-(4-(quinolin-2-ylmethoxy)phenyl)-1H-pyrrole-2,5-dione). Isolated yield 48.0%. As a reaction SMILES: [CH3:1][N:2]1[CH2:6][C:5]([C:7]2[CH:12]=[CH:11][N:10]=[CH:9][CH:8]=2)=[C:4]([C:13]2[CH:18]=[CH:17][C:16]([O:19][CH2:20][C:21]3[CH:30]=[CH:29][C:28]4[C:23](=[CH:24][CH:25]=[CH:26][CH:27]=4)[N:22]=3)=[CH:15][CH:14]=2)[C:3]1=[O:31].C1CCN2C(=NCCC2)CC1.[O:43]=O>>[CH3:1][N:2]1[C:3](=[O:31])[C:4]([C:13]2[CH:14]=[CH:15][C:16]([O:19][CH2:20][C:21]3[CH:30]=[CH:29][C:28]4[C:23](=[CH:24][CH:25]=[CH:26][CH:27]=4)[N:22]=3)=[CH:17][CH:18]=2)=[C:5]([C:7]2[CH:8]=[CH:9][N:10]=[CH:11][CH:12]=2)[C:6]1=[O:43]. Procedure details: To a stirred solution of 1-methyl-4-(pyridin-4-yl)-3-(4-(quinolin-2-ylmethoxy)phenyl)-1H-pyrrol-2(5H)-one (200 mg, 0.49 mmol) in AcN (10 mL) was added DBU (224.5 mg, 1.47 mmol) dropwise and then the reaction mixture was stirred for 6 h under a continuous flow of oxygen. The reaction mixture was quenched with 1N HCl and extracted with EtOAc (2×20 mL). The organic layer was washed with brine, dried over anhydrous Na2SO4, and concentrated in vacuo to afford 1-methyl-3-(pyridin-4-yl)-4-(4-(quinolin-... The reactants are FC1=CC=C(C#N)C=C1 (4-Fluorobenzonitrile), C[C@@H]1NCCOC1 ((S)-3-methylmorpholine), C(=O)([O-])[O-].[K+].[K+] (K2CO3). The solvent is CS(=O)C (DMSO), O (water). Conditions: temperature 110 celsius, time 70 hour. Yields the product C[C@H]1COCCN1C1=CC=C(C#N)C=C1 ((S)-4-(3-Methylmorpholino)benzonitrile). The yield is 43.4%. RXN SMILES: F[C:2]1[CH:9]=[CH:8][C:5]([C:6]#[N:7])=[CH:4][CH:3]=1.[CH3:10][C@H:11]1[CH2:16][O:15][CH2:14][CH2:13][NH:12]1.C([O-])([O-])=O.[K+].[K+]>CS(C)=O.O>[CH3:10][C@@H:11]1[N:12]([C:2]2[CH:9]=[CH:8][C:5]([C:6]#[N:7])=[CH:4][CH:3]=2)[CH2:13][CH2:14][O:15][CH2:16]1 |f:2.3.4|. Reported procedure: 4-Fluorobenzonitrile (359 mg, 2.97 mmol), (S)-3-methylmorpholine (150 mg, 1.48 mmol) and K2CO3 were suspended in DMSO (1.5 ml). The mixture was stirred for 70 hours at 110° C. in a closed high-pressure flask. The reaction was cooled, diluted with water (50 ml) and extracted with EtOAc (3*20 ml). Combined organics were washed with water (20 ml), dried over MgSO4 and evaporated. The product was purified by flash chromatography using pet.ether/EtOAc (3:1) as eluent to give 130 mg (43%) of the title... Starting materials: C(C1=CC=CC=C1)OC([C@@H](NC(C1=CC(=CC=C1)[N+](=O)[O-])=O)C)=O (N-(3-nitrobenzoyl)-L-alanine benzyl ester), [Cl-].[NH4+] (ammonium chloride). Reagents/catalysts: [Fe] (iron). Solvent: C(C)O (ethanol). Conditions: time 1 hour. The product is C(C1=CC=CC=C1)OC([C@@H](NC(C1=CC(=CC=C1)N)=O)C)=O (N-(3-aminobenzoyl)-L-alanine benzyl ester). Isolated yield 99.2%. As a reaction SMILES: [CH2:1]([O:8][C:9](=[O:24])[C@H:10]([CH3:23])[NH:11][C:12](=[O:22])[C:13]1[CH:18]=[CH:17][CH:16]=[C:15]([N+:19]([O-])=O)[CH:14]=1)[C:2]1[CH:7]=[CH:6][CH:5]=[CH:4][CH:3]=1.[Cl-].[NH4+]>C(O)C.[Fe]>[CH2:1]([O:8][C:9](=[O:24])[C@H:10]([CH3:23])[NH:11][C:12](=[O:22])[C:13]1[CH:18]=[CH:17][CH:16]=[C:15]([NH2:19])[CH:14]=1)[C:2]1[CH:7]=[CH:6][CH:5]=[CH:4][CH:3]=1 |f:1.2|. Reported procedure: To a solution of N-(3-nitrobenzoyl)-L-alanine benzyl ester (5.0 g, 15.2 mmol) and ammonium chloride (8.2 g, 0.152 mol) in 90% aqueous ethanol (150 ml) was added portionwise iron powder (4.25 g, 76.1 mmol) under refluxing and stirring, which were continued for an additional 1 hour. The mixture was hot-filtered through Celite® (Johns Manville) and washed with hot aqueous ethanol. The filtrate was evaporated in vacuo to give a residue, which was extracted with ethyl acetate and the organic extract ...